This data is from the Open Reaction Database (ORD), a public repository of structured organic reaction records. The task is: describe an organic reaction: reactants, conditions, products, and yield Reactants: CI (methyl iodide), C(C)(C)[N-]C(C)C.[Li+] (lithium diisopropylamide), O1CCCC1.CCCCCC (tetrahydrofuran hexane), COC1=C(COC2=CC=C(C=C2)CC(=O)O)C(=C(C(=C1OC)OC)OC)C (4-(2,3,4,5-Tetramethoxy-6-methylbenzyloxy)phenylacetic acid), O1CCCC1.CN(P(=O)(N(C)C)N(C)C)C (tetrahydrofuran hexamethylphosphoramide). Reaction conditions: time 30 minute. Yields the product COC=1C(COC2=CC=C(C=C2)C(C(=O)O)C)=CC(C(C1OC)OC)(C)OC (2-[4-(2,3,4,5-tetramethoxy-5-methylbenzyloxy)phenyl]propionic acid). Reaction SMILES: [CH3:1][O:2][C:3]1[C:20]([O:21][CH3:22])=C(OC)C(OC)=[C:17](C)[C:4]=1[CH2:5][O:6][C:7]1[CH:12]=[CH:11][C:10]([CH2:13][C:14]([OH:16])=[O:15])=[CH:9][CH:8]=1.C([N-][CH:32]([CH3:34])[CH3:33])(C)C.[Li+].[O:36]1[CH2:40]CCC1.CCCCCC.CI.[O:49]1CCC[CH2:50]1.[CH3:54]N(C)P(N(C)C)(N(C)C)=O>>[CH3:1][O:2][C:3]1[C:4](=[CH:17][C:32]([O:36][CH3:40])([CH3:33])[CH:34]([O:49][CH3:50])[C:20]=1[O:21][CH3:22])[CH2:5][O:6][C:7]1[CH:8]=[CH:9][C:10]([CH:13]([CH3:54])[C:14]([OH:16])=[O:15])=[CH:11][CH:12]=1 |f:1.2,3.4,6.7|. Reported procedure: 4-(2,3,4,5-Tetramethoxy-6-methylbenzyloxy)phenylacetic acid (2.07 g, 5.5 mmol) was dissolved in tetrahydrofuran-hexamethylphosphoramide (10:1, 11 ml). A solution of lithium diisopropylamide in tetrahydrofuran-hexane (20 ml, 2 equivalents) was cooled to -20° C. and the above-mentioned solution was added to this solution. The mixture was stirred for 30 minutes and then, after addition of methyl iodide (0.85 g, 60 mmol), it was stirred for 1.5 hours, while the reaction temperature was gradually rai... Reactants: C, c1ccc(COc2ccccc2-c2ccoc2)cc1, c1ccc(COCc2ccccc2)cc1, [H][H], [Pd]. Yields the product Oc1ccccc1-c1ccoc1. RXN SMILES: [C:37].[CH2:16]([c:17]1[cH:18][cH:19][cH:20][cH:21][cH:22]1)[O:23][c:24]1[c:25](-[c:30]2[cH:31][o:32][cH:33][cH:34]2)[cH:26][cH:27][cH:28][cH:29]1.[CH2:1]([O:2][CH2:3][c:4]1[cH:5][cH:6][cH:7][cH:8][cH:9]1)[c:10]1[cH:11][cH:12][cH:13][cH:14][cH:15]1.[H:35][H:36].[Pd:38]>>[OH:23][c:24]1[c:25](-[c:30]2[cH:31][o:32][cH:33][cH:34]2)[cH:26][cH:27][cH:28][cH:29]1. The reactants are [H][H] (Hydrogen), [H][H] (hydrogen), N#N (N2), C1(=CC=CC=C1)O (phenol), C1(=CC=CC=C1)O (phenol). Reagents/catalysts: catalyst. Conditions: time 4 hour. Product: C1(CCCCC1)=O.C1(CCCCC1)O (cyclohexanone cyclohexanol), 18. RXN SMILES: [H][H].N#N.[C:5]1([OH:11])[CH:10]=[CH:9][CH:8]=[CH:7][CH:6]=1>>[C:5]1(=[O:11])[CH2:10][CH2:9][CH2:8][CH2:7][CH2:6]1.[CH:5]1([OH:11])[CH2:10][CH2:9][CH2:8][CH2:7][CH2:6]1 |f:3.4|. Procedure: The catalyst from Example 7b was regenerated by passing over air at 350° C. for 4 hours and, after the air had been displaced by nitrogen, was reduced by passing over 10% of hydrogen/90% of N2 at 150° C. for 4 hours. Hydrogen and phenol in a molar ratio of 4:1 were passed over the catalyst at 150° C. under a loading of 1.0 g of phenol/ml of catalyst×hour. After a run-in time of 150 hours, a cyclohexanone/cyclohexanol ratio of 18 to 30 was obtained at a conversion of 95 to 97% and a selectivity o... Reactants: C(C)N1C(NC2=CC=C(C=C2C1=O)C(C(F)(F)F)(C(F)(F)F)O)=O (3-ethyl-6-(hexafluoro-2-hydroxy-2-propyl)quinazoline-2,4-dione), C(C)(=O)Cl (acetyl chloride). Yields the product C(C)N1C(NC2=CC=C(C=C2C1=O)C(C(F)(F)F)(C(F)(F)F)OC(C)=O)=O (3-ethyl-6-(2-acetoxyhexafluoro-2-propyl)quinazoline-2,4-dione). As a reaction SMILES: [CH2:1]([N:3]1[C:12](=[O:13])[C:11]2[C:6](=[CH:7][CH:8]=[C:9]([C:14]([OH:23])([C:19]([F:22])([F:21])[F:20])[C:15]([F:18])([F:17])[F:16])[CH:10]=2)[NH:5][C:4]1=[O:24])[CH3:2].[C:25](Cl)(=[O:27])[CH3:26]>>[CH2:1]([N:3]1[C:12](=[O:13])[C:11]2[C:6](=[CH:7][CH:8]=[C:9]([C:14]([O:23][C:25](=[O:27])[CH3:26])([C:19]([F:22])([F:20])[F:21])[C:15]([F:16])([F:17])[F:18])[CH:10]=2)[NH:5][C:4]1=[O:24])[CH3:2]. Procedure details: Reaction of the compounds of formula I wherein Z is hydroxy with the appropriate acid chloride affords the corresponding alkanoyloxy derivative. For instance, reaction of 3-ethyl-6-(hexafluoro-2-hydroxy-2-propyl)quinazoline-2,4-dione with acetyl chloride yields 3-ethyl-6-(2-acetoxyhexafluoro-2-propyl)quinazoline-2,4-dione. Starting materials: O=C(O)c1cc(=O)c(OCc2ccccc2)co1, Cl, O. The product is O=C(O)c1cc(=O)c(O)co1. As a reaction SMILES: [CH2:1]([c:2]1[cH:3][cH:4][cH:5][cH:6][cH:7]1)[O:8][c:9]1[c:10](=[O:18])[cH:11][c:12]([C:15](=[O:16])[OH:17])[o:13][cH:14]1.[ClH:20].[OH2:19]>>[OH:8][c:9]1[c:10](=[O:18])[cH:11][c:12]([C:15](=[O:16])[OH:17])[o:13][cH:14]1. Reactants: OC1=C(C(=O)O)C=C(C(=C1)C(=O)O)O (2,5-dihydroxyterephthalic acid), Cl.Cl.NC1=C(C=C(C(=C1)N)O)O (4,6-diamino-1,3-benzenediol dihydrochloride), Cl.Cl.NC1=C(C=C(C(=C1)N)O)O (4,6-diamino-1,3-benzenediol dihydrochloride), [Na+].[Na+].OC1=C(C(=O)[O-])C=C(C(=C1)C(=O)[O-])O (2,5-dihydroxyterephthalic acid disodium salt). Solvent: [OH-].[Na+] (sodium hydroxide), O (water). Product: NC1=C(C=C(C(=C1)N)O)O.OC1=C(C(=O)O)C=C(C(=C1)C(=O)O)O (4,6-diamino-1,3-benzenediol 2,5-dihydroxyterepthalic acid). Reaction SMILES: Cl.Cl.[NH2:3][C:4]1[CH:9]=[C:8]([NH2:10])[C:7]([OH:11])=[CH:6][C:5]=1[OH:12].[OH:13][C:14]1[CH:22]=[C:21]([C:23]([OH:25])=[O:24])[C:20]([OH:26])=[CH:19][C:15]=1[C:16]([OH:18])=[O:17].[Na+].[Na+].OC1C=C(C([O-])=O)C(O)=CC=1C([O-])=O>O.[OH-].[Na+]>[NH2:3][C:4]1[CH:9]=[C:8]([NH2:10])[C:7]([OH:11])=[CH:6][C:5]=1[OH:12].[OH:13][C:14]1[CH:22]=[C:21]([C:23]([OH:25])=[O:24])[C:20]([OH:26])=[CH:19][C:15]=1[C:16]([OH:18])=[O:17] |f:0.1.2,4.5.6,8.9,10.11|. Procedure details: 7 Parts by weight of 4,6-diamino-1,3-benzenediol dihydrochloride was dissolved in 33 parts by weight of water deaerated with nitrogen. 6.180 Parts by weight of 2,5-dihydroxyterephthalic acid was dissolved in 64 parts by weight of a 1M sodium hydroxide aqueous solution, followed by deaeration with nitrogen. The 4,6-diamino-1,3-benzenediol dihydrochloride aqueous solution was dropwise added to the 2,5-dihydroxyterephthalic acid disodium salt aqueous solution over 10 minutes to form a white precipi... Reactants: FC(C=1C=C(C=C(C1)C(F)(F)F)CC(=O)O)(F)F (3,5-bis(trifluoromethyl)phenylacetic acid), C(C)O (ethanol), C(CCl)Cl (EDC), N,N-dimethylaminopyridine. Run in ClCCl (dichloromethane). Yields the product FC(C=1C=C(C=C(C1)C(F)(F)F)CC(=O)OCC)(F)F (Ethyl 3,5-bis(trifluoromethyl)phenylacetate). Isolated yield 95.2%. RXN SMILES: [F:1][C:2]([F:18])([F:17])[C:3]1[CH:4]=[C:5]([CH2:13][C:14]([OH:16])=[O:15])[CH:6]=[C:7]([C:9]([F:12])([F:11])[F:10])[CH:8]=1.[CH2:19](O)[CH3:20].C(Cl)CCl>ClCCl>[F:1][C:2]([F:17])([F:18])[C:3]1[CH:4]=[C:5]([CH2:13][C:14]([O:16][CH2:19][CH3:20])=[O:15])[CH:6]=[C:7]([C:9]([F:11])([F:12])[F:10])[CH:8]=1. Reported procedure: To a solution of 3,5-bis(trifluoromethyl)phenylacetic acid (24.65 g, 91 mmol) in dichloromethane (150 mL), was added 200 proof ethanol (10.63 mL, 181 mmol), EDC (34.7 g, 181 mmol) and 4-(N,N-dimethylaminopyridine (DMAP, 14.39 g, 118 mmol) at room temperature. The solution was stirred at RT over night, washed with 2 N HCl and saturated aqueous sodium bicarbonate. The organic layer was dried over MgSO4, and the solvent was removed under vacuum to provide 26 g (96%) of the title compound.